From a dataset of the Open Reaction Database (ORD), a public repository of structured organic reaction records. describe an organic reaction: reactants, conditions, products, and yield Procedure: To a solution of anhydrous zinc chloride (7.4 g, 54.3 mmol) in diethyl ether (50 ml) was added sodium borohydride (4.11 g, 0.11 mol) and the mixture was stirred at room temperature for 2 hrs. The insoluble material was removed by filtration. To the filtrate was added a solution of ethyl 3-(4-fluorophenyl)-3-oxo-2-(3-trifluoromethylbenzyl)propionate (10 g, 27.1 mmol) in diethyl ether (20 ml) and the mixture was stirred at room temperature for 1 hr. 1N Hydrochloric acid was added to the reaction s... The yield is 78.7%. Reagents/catalysts: [Cl-].[Zn+2].[Cl-] (zinc chloride). The solvent is C(C)OCC (diethyl ether), C(C)OCC (diethyl ether). Reactants: [BH4-].[Na+] (sodium borohydride), FC1=CC=C(C=C1)C(C(C(=O)OCC)CC1=CC(=CC=C1)C(F)(F)F)=O (ethyl 3-(4-fluorophenyl)-3-oxo-2-(3-trifluoromethylbenzyl)propionate), Cl (Hydrochloric acid). Reaction SMILES: [BH4-].[Na+].[F:3][C:4]1[CH:9]=[CH:8][C:7]([C:10](=[O:28])[CH:11]([CH2:17][C:18]2[CH:23]=[CH:22][CH:21]=[C:20]([C:24]([F:27])([F:26])[F:25])[CH:19]=2)[C:12]([O:14][CH2:15][CH3:16])=[O:13])=[CH:6][CH:5]=1.Cl>C(OCC)C.[Cl-].[Zn+2].[Cl-]>[F:3][C:4]1[CH:5]=[CH:6][C:7]([CH:10]([OH:28])[CH:11]([CH2:17][C:18]2[CH:23]=[CH:22][CH:21]=[C:20]([C:24]([F:26])([F:27])[F:25])[CH:19]=2)[C:12]([O:14][CH2:15][CH3:16])=[O:13])=[CH:8][CH:9]=1 |f:0.1,5.6.7|. Conditions: time 2 hour. The product is FC1=CC=C(C=C1)C(C(C(=O)OCC)CC1=CC(=CC=C1)C(F)(F)F)O (ethyl (2RS,3RS)-3-(4-fluorophenyl)-3-hydroxy-2-(3-trifluoromethylbenzyl)propionate). Starting materials: CCO, Cl, CCOC(=O)CC[SH](C)c1ccc(OCc2ccccc2F)cc1, [Na+], [OH-]. Yields the product C[SH](CCC(=O)O)c1ccc(OCc2ccccc2F)cc1. As a reaction SMILES: [CH3:28][CH2:29][OH:30].[ClH:27].[F:1][c:2]1[c:3]([CH2:4][O:5][c:6]2[cH:7][cH:8][c:9]([SH:12]([CH3:13])[CH2:14][CH2:15][C:16](=[O:17])[O:18][CH2:19][CH3:20])[cH:10][cH:11]2)[cH:21][cH:22][cH:23][cH:24]1.[Na+:26].[OH-:25]>>[F:1][c:2]1[c:3]([CH2:4][O:5][c:6]2[cH:7][cH:8][c:9]([SH:12]([CH3:13])[CH2:14][CH2:15][C:16](=[O:17])[OH:18])[cH:10][cH:11]2)[cH:21][cH:22][cH:23][cH:24]1. Reactants: ClC1=CC(=NC=N1)C(=O)NC1=C(C=C(C=C1)S(=O)(=O)Cl)C (4-(6-chloropyrimidine-4-carboxamido)-3-methylbenzene-1-sulfonyl chloride), ClC1=CC(=NC=N1)C(=O)NC1=C(C=C(C=C1)S(=O)(=O)Cl)C (4-(6-chloropyrimidine-4-carboxamido)-3-methylbenzene-1-sulfonyl chloride), CNCC(=O)OC (methyl 2-(methylamino)acetate), C(C)(C)NC(C)C (diisopropylamine). Solvent: C1CCOC1 (THF). Run at time 18 hour. Yields the product ClC1=CC(=NC=N1)C(=O)NC1=C(C=C(C=C1)S(=O)(=O)N(C)CC(=O)OC)C (methyl 2-(4-(6-chloropyrimidine-4-carboxamido)-N,3-dimethylphenylsulfonamido)acetate). RXN SMILES: [Cl:1][C:2]1[N:7]=[CH:6][N:5]=[C:4]([C:8]([NH:10][C:11]2[CH:16]=[CH:15][C:14]([S:17](Cl)(=[O:19])=[O:18])=[CH:13][C:12]=2[CH3:21])=[O:9])[CH:3]=1.[CH3:22][NH:23][CH2:24][C:25]([O:27][CH3:28])=[O:26].C(NC(C)C)(C)C>C1COCC1>[Cl:1][C:2]1[N:7]=[CH:6][N:5]=[C:4]([C:8]([NH:10][C:11]2[CH:16]=[CH:15][C:14]([S:17]([N:23]([CH2:24][C:25]([O:27][CH3:28])=[O:26])[CH3:22])(=[O:19])=[O:18])=[CH:13][C:12]=2[CH3:21])=[O:9])[CH:3]=1. Procedure: A solution of 4-(6-chloropyrimidine-4-carboxamido)-3-methylbenzene-1-sulfonyl chloride (Intermediate 30, 1.2g; 3.47 mmol) in THF (100 ml) was treated with methyl 2-(methylamino)acetate (666 mg; 4.77 mmol) and diisopropylamine (2 ml; 14.3 mmol). After stirring at RT for 18 hours the solvent was removed in vacuo and the residue redissolved in DCM and washed with water. The organic extracts were passed through a hydrophobic frit and the solvent removed in vacuo. The residue was purified by column c... Starting materials: ClC1=CC=C(C(CN2C(=NC3=C2C=CC=C3)C=3C(=NON3)N)=O)C=C1 (4-[1-(4-chlorophenacyl)-1H-benzimidazol-2-yl]-furazan-3-ylamine), N1=CC=CC=C1 (pyridine), C(C)(=O)Cl (acetyl chloride). Reagents/catalysts: CN(C)C=1C=CN=CC1 (DMAP). The solvent is CN(C)C=O (DMF), C(C)(=O)OCC (ethyl acetate). Yields the product ClC1=CC=C(C(CN2C(=NC3=C2C=CC=C3)C=3C(=NON3)NC(C)=O)=O)C=C1 (N-{4-[1-(4-Chlorophenacyl)-1H-benzimidazol-2-yl]-furazan-3-yl}-acetamide). Reaction SMILES: [Cl:1][C:2]1[CH:25]=[CH:24][C:5]([C:6](=[O:23])[CH2:7][N:8]2[C:12]3[CH:13]=[CH:14][CH:15]=[CH:16][C:11]=3[N:10]=[C:9]2[C:17]2[C:18]([NH2:22])=[N:19][O:20][N:21]=2)=[CH:4][CH:3]=1.N1C=CC=CC=1.[C:32](Cl)(=[O:34])[CH3:33]>CN(C1C=CN=CC=1)C.CN(C=O)C.C(OCC)(=O)C>[Cl:1][C:2]1[CH:3]=[CH:4][C:5]([C:6](=[O:23])[CH2:7][N:8]2[C:12]3[CH:13]=[CH:14][CH:15]=[CH:16][C:11]=3[N:10]=[C:9]2[C:17]2[C:18]([NH:22][C:32](=[O:34])[CH3:33])=[N:19][O:20][N:21]=2)=[CH:24][CH:25]=1. Reported procedure: A solution of 4-[1-(4-chlorophenacyl)-1H-benzimidazol-2-yl]-furazan-3-ylamine (0.05 g, 0.143 mmol), pyridine (0.022 g, 0.282 mmol), acetyl chloride (0.013 g, 0.169 mmol) and a catalytic amount of DMAP in DMF (5 ml) is stirred at 80° C. for 16 hours. The reaction mixture is diluted with ethyl acetate, washed with water and dried over sodium sulphate. Filtration of the sodium sulphate, concentration of the filtrate under reduced pressure and chromatography of the residue on silicagel using hexane-...